From a dataset of the Open Reaction Database (ORD), a public repository of structured organic reaction records. describe an organic reaction: reactants, conditions, products, and yield As a reaction SMILES: [CH3:33][CH2:34][O:35][C:36]([CH3:37])=[O:38].[Cl-:16].[Cl:1][c:2]1[c:3]([CH2:12][C:13](=[O:14])[OH:15])[c:4]([Cl:11])[cH:5][cH:6][c:7]1[N+:8](=[O:9])[O-:10].[Cl:30][CH2:31][Cl:32].[NH2:17][c:18]1[c:19]([CH:24]=[O:25])[cH:20][n:21][cH:22][cH:23]1.[S:26]([Cl:27])([Cl:28])=[O:29]>>[Cl:1][c:2]1[c:3]([CH2:12][C:13](=[O:15])[NH:17][c:18]2[c:19]([CH:24]=[O:25])[cH:20][n:21][cH:22][cH:23]2)[c:4]([Cl:11])[cH:5][cH:6][c:7]1[N+:8](=[O:9])[O-:10]. The reactants are CCOC(C)=O, [Cl-], O=C(O)Cc1c(Cl)ccc([N+](=O)[O-])c1Cl, ClCCl, Nc1ccncc1C=O, O=S(Cl)Cl. Product: O=Cc1cnccc1NC(=O)Cc1c(Cl)ccc([N+](=O)[O-])c1Cl. Reactants: CN1C(CCC2=CC=C(C=C12)NC(C1=C(C=C(C=C1)C(F)(F)F)NC1CCNCC1)=O)=O (N-(1-methyl-2-oxo-1,2,3,4-tetrahydroquinolin-7-yl)-2-(piperidin-4-ylamino)-4-(trifluoromethyl)benzamide), C1(CC1)C=O (cyclopropanecarbaldehyde), C(C)(=O)O[BH-](OC(C)=O)OC(C)=O.[Na+] (sodium triacetoxyborohydride), ClCCCl (1,2-dichloroethane), [OH-].[Na+] (sodium hydroxide). The solvent is C(C)(=O)O (acetic acid). Reaction conditions: time 2 hour. The product is Cl.C1(CC1)CN1CCC(CC1)NC1=C(C(=O)NC2=CC=C3CCC(N(C3=C2)C)=O)C=CC(=C1)C(F)(F)F (2-{[1-(cyclopropylmethyl)piperidin-4-yl]amino}-N-(1-methyl-2-oxo-1,2,3,4-tetrahydroquinolin-7-yl)-4-(trifluoromethyl)benzamide hydrochloride). RXN SMILES: [CH3:1][N:2]1[C:11]2[C:6](=[CH:7][CH:8]=[C:9]([NH:12][C:13](=[O:31])[C:14]3[CH:19]=[CH:18][C:17]([C:20]([F:23])([F:22])[F:21])=[CH:16][C:15]=3[NH:24][CH:25]3[CH2:30][CH2:29][NH:28][CH2:27][CH2:26]3)[CH:10]=2)[CH2:5][CH2:4][C:3]1=[O:32].[CH:33]1([CH:36]=O)[CH2:35][CH2:34]1.C(O[BH-](OC(=O)C)OC(=O)C)(=O)C.[Na+].[OH-].[Na+].[Cl:54]CCCl>C(O)(=O)C>[ClH:54].[CH:33]1([CH2:36][N:28]2[CH2:29][CH2:30][CH:25]([NH:24][C:15]3[CH:16]=[C:17]([C:20]([F:22])([F:23])[F:21])[CH:18]=[CH:19][C:14]=3[C:13]([NH:12][C:9]3[CH:10]=[C:11]4[C:6]([CH2:5][CH2:4][C:3](=[O:32])[N:2]4[CH3:1])=[CH:7][CH:8]=3)=[O:31])[CH2:26][CH2:27]2)[CH2:35][CH2:34]1 |f:2.3,4.5,8.9|. Reported procedure: After dissolving N-(1-methyl-2-oxo-1,2,3,4-tetrahydroquinolin-7-yl)-2-(piperidin-4-ylamino)-4-(trifluoromethyl)benzamide (200 mg), cyclopropanecarbaldehyde (0.10 mL) and acetic acid (0.026 ml) in 1,2-dichloroethane (4 ml), sodium triacetoxyborohydride (285 mg) was added thereto. After stirring at room temperature for 2 hours, 1 M sodium hydroxide aqueous solution was added thereto, followed by extraction with chloroform. After drying the organic layer with sodium sulfate, the solution was concen... The reactants are C(=O)[C@H]1CN(C[C@H](C1)N(CC(C)C)C(=O)C1=NC2=C(N1CCCCOC)C=CC=C2)C(=O)OC(C)(C)C (tert-butyl (3R,5S)-3-formyl-5-[{[1-(4-methoxybutyl)-1H-benzimidazol-2-yl]carbonyl}(2-methylpropyl)amino]piperidine-1-carboxylate), methyl magnesium bromide-ether, C1CCOC1 (THF), [Cl-].[NH4+] (ammonium chloride). Reaction conditions: time 1 hour. Yields the product OC(C)[C@H]1CN(C[C@H](C1)N(CC(C)C)C(=O)C1=NC2=C(N1CCCCOC)C=CC=C2)C(=O)OC(C)(C)C (tert-butyl (3R,5S)-3-(1-hydroxyethyl)-5-[{[1-(4-methoxybutyl)-1H-benzimidazol-2-yl]carbonyl}(2-methylpropyl)amino]piperidine-1-carboxylate). RXN SMILES: [CH:1]([C@@H:3]1[CH2:8][C@H:7]([N:9]([C:14]([C:16]2[N:20]([CH2:21][CH2:22][CH2:23][CH2:24][O:25][CH3:26])[C:19]3[CH:27]=[CH:28][CH:29]=[CH:30][C:18]=3[N:17]=2)=[O:15])[CH2:10][CH:11]([CH3:13])[CH3:12])[CH2:6][N:5]([C:31]([O:33][C:34]([CH3:37])([CH3:36])[CH3:35])=[O:32])[CH2:4]1)=[O:2].[Cl-].[NH4+].[CH2:40]1COCC1>>[OH:2][CH:1]([C@@H:3]1[CH2:8][C@H:7]([N:9]([C:14]([C:16]2[N:20]([CH2:21][CH2:22][CH2:23][CH2:24][O:25][CH3:26])[C:19]3[CH:27]=[CH:28][CH:29]=[CH:30][C:18]=3[N:17]=2)=[O:15])[CH2:10][CH:11]([CH3:12])[CH3:13])[CH2:6][N:5]([C:31]([O:33][C:34]([CH3:35])([CH3:37])[CH3:36])=[O:32])[CH2:4]1)[CH3:40] |f:1.2|. Procedure details: To a solution of tert-butyl (3R,5S)-3-formyl-5-[{[1-(4-methoxybutyl)-1H-benzimidazol-2-yl]carbonyl}(2-methylpropyl)amino]piperidine-1-carboxylate (150 mg) in THF (10 ml) was added 3M-methyl magnesium bromide-ether solution (0.3 ml), and the mixture was stirred at room temperature for 1 hr. The reaction mixture was poured into saturated aqueous ammonium chloride solution, and the mixture was extracted with ethyl acetate. The extract was washed with saturated brine, and dried over anhydrous sodium...